Dataset: the Open Reaction Database (ORD), a public repository of structured organic reaction records. Task: describe an organic reaction: reactants, conditions, products, and yield Starting materials: CN, O=C(O)c1cnn(-c2ccccc2)c1Cl, CN(C)C=O, O. Yields the product CNC(=O)c1cnn(-c2ccccc2)c1Cl. Reaction SMILES: [CH3:16][NH2:17].[Cl:1][c:2]1[c:3]([C:13](=[O:14])[OH:15])[cH:4][n:5][n:6]1-[c:7]1[cH:8][cH:9][cH:10][cH:11][cH:12]1.[O:19]=[CH:20][N:21]([CH3:22])[CH3:23].[OH2:18]>>[Cl:1][c:2]1[c:3]([C:13](=[O:15])[NH:17][CH3:16])[cH:4][n:5][n:6]1-[c:7]1[cH:8][cH:9][cH:10][cH:11][cH:12]1. Reactants: S(=O)(Cl)Cl (Thionyl chloride), FC1=CC=C(C=C1)NCCCO (3-(4-fluorophenylamino)propan-1-ol). Solvent: C1(=CC=CC=C1)C (toluene). Reaction conditions: temperature 60 celsius, time 5 hour. Yields the product ClCCCNC1=CC=C(C=C1)F ((3-chloropropyl)-(4-fluorophenyl)amine). RXN SMILES: S(Cl)([Cl:3])=O.[F:5][C:6]1[CH:11]=[CH:10][C:9]([NH:12][CH2:13][CH2:14][CH2:15]O)=[CH:8][CH:7]=1>C1(C)C=CC=CC=1>[Cl:3][CH2:15][CH2:14][CH2:13][NH:12][C:9]1[CH:10]=[CH:11][C:6]([F:5])=[CH:7][CH:8]=1. Procedure details: Thionyl chloride (5.3 mL) was added to a solution of 3-(4-fluorophenylamino)propan-1-ol (2.37 g) in toluene (30 mL) at room temperature, and the reaction solution was stirred at 60° C. for five hours. The reaction solution was left to cool to room temperature and concentrated under reduced pressure. Ice and a saturated sodium bicarbonate solution were added to the residue, followed by extraction with ethyl acetate (100 mL). Heptane (100 mL) was added to the resulting extract, and the solution wa... The reactants are O1CCC(CC1)C(C)=O (1-(tetrahydro-2H-pyran-4-yl)ethanone), CN(C)C(OC)OC (DMF-DMA). Reaction conditions: temperature 100 celsius. Yields the product CN(/C=C/C(=O)C1CCOCC1)C ((E)-3-(Dimethylamino)-1-(tetrahydro-2H-pyran-4-yl)prop-2-en-1-one). Reaction SMILES: [O:1]1[CH2:6][CH2:5][CH:4]([C:7](=[O:9])[CH3:8])[CH2:3][CH2:2]1.[CH3:10][N:11]([CH:13](OC)OC)[CH3:12]>>[CH3:10][N:11]([CH3:13])/[CH:12]=[CH:8]/[C:7]([CH:4]1[CH2:5][CH2:6][O:1][CH2:2][CH2:3]1)=[O:9]. Procedure: To a sealed tube were added 1-(tetrahydro-2H-pyran-4-yl)ethanone (3.00 g, 23.4 mmol) and DMF-DMA (6.2 mL, 46.8 mmol). The reaction mixture was heated at 100° C. overnight. The resulting mixture was concentrated under reduced pressure to afford 4.00 g (crude) of the title compound as light yellow oil. Starting materials: O=C([O-])O, C=C(C)CCC1(O)CCCCC1OCc1ccccc1F, [Na+], O, Cc1ccc(S(=O)(=O)O)cc1, c1ccccc1. Product: CC1(C)CCC2(CCCCC2OCc2ccccc2F)O1. As a reaction SMILES: [C:34](=[O:35])([OH:36])[O-:37].[F:1][c:2]1[c:3]([CH2:4][O:5][CH:6]2[C:7]([OH:12])([CH2:13][CH2:14][C:15](=[CH2:16])[CH3:17])[CH2:8][CH2:9][CH2:10][CH2:11]2)[cH:18][cH:19][cH:20][cH:21]1.[Na+:38].[OH2:22].[c:23]1([CH3:24])[cH:25][cH:26][c:27]([S:28]([OH:29])(=[O:30])=[O:31])[cH:32][cH:33]1.[cH:39]1[cH:40][cH:41][cH:42][cH:43][cH:44]1>>[F:1][c:2]1[c:3]([CH2:4][O:5][CH:6]2[C:7]3([CH2:8][CH2:9][CH2:10][CH2:11]2)[O:12][C:15]([CH3:16])([CH3:17])[CH2:14][CH2:13]3)[cH:18][cH:19][cH:20][cH:21]1. Reactants: C1(CC1)N1C=C(C(C2=CC(=C(C(=C12)F)F)F)=O)C(=O)O (1-cyclopropyl-6,7,8-trifluoro-1,4-dihydro-4-oxo-3-quinoline carboxylic acid), 1,8-diazobicyclo[5.4.0]undec-7-ene, OC1CNCC1 (3-hydroxypyrrolidine). Solvent: C(C)#N (acetonitrile). Conditions: time 48 hour. Yields the product C1(CC1)N1C=C(C(C2=CC(=C(C(=C12)F)N1CC(CC1)O)F)=O)C(=O)O (1-Cyclopropyl-6,8-difluoro-1,4-dihydro-7-(3-hydroxy-1-pyrrolidinyl)-4-oxo-3-quinolinecarboxylic acid). The yield is 73.2%. As a reaction SMILES: [CH:1]1([N:4]2[C:13]3[C:8](=[CH:9][C:10]([F:16])=[C:11](F)[C:12]=3[F:14])[C:7](=[O:17])[C:6]([C:18]([OH:20])=[O:19])=[CH:5]2)[CH2:3][CH2:2]1.[OH:21][CH:22]1[CH2:26][CH2:25][NH:24][CH2:23]1>C(#N)C>[CH:1]1([N:4]2[C:13]3[C:8](=[CH:9][C:10]([F:16])=[C:11]([N:24]4[CH2:25][CH2:26][CH:22]([OH:21])[CH2:23]4)[C:12]=3[F:14])[C:7](=[O:17])[C:6]([C:18]([OH:20])=[O:19])=[CH:5]2)[CH2:3][CH2:2]1. Procedure: A mixture of 2.1 g (7.8 mmol) of 1-cyclopropyl-6,7,8-trifluoro-1,4-dihydro-4-oxo-3-quinoline carboxylic acid, 20 ml acetonitrile, 1.2 g (7.8 mmole) 1,8-diazobicyclo[5.4.0]undec-7-ene and 0.7 g (7.8 mmole) of 3-hydroxypyrrolidine was refluxed for 2.5 hours. The reaction was allowed to cool and stirred at room temperature for 48 hours. The resulting precipitate was filtered, washed with diethyl ether, then taken up in isopropyl alcohol. The solid was filtered and washed with ether until dry to giv... Starting materials: [H-].[Na+] (Sodium hydride), C(C1=CC=CC=C1)N(C)CCO (2-(N-benzyl-N-methylamino)ethanol), ClCC(CC(=O)OCC)=O (ethyl 4-chloroacetoacetate). The solvent is O1CCCC1 (tetrahydrofuran), O1CCCC1 (THF). Conditions: time 1 hour. Yields the product C(C1=CC=CC=C1)N(C)CCOCC(CC(=O)OCC)=O (Ethyl 4-[2-(N-benzyl-N-methylamino)ethoxy]acetoacetate). Isolated yield 102.0%. RXN SMILES: [H-].[Na+].[CH2:3]([N:10]([CH2:12][CH2:13][OH:14])[CH3:11])[C:4]1[CH:9]=[CH:8][CH:7]=[CH:6][CH:5]=1.Cl[CH2:16][C:17](=[O:24])[CH2:18][C:19]([O:21][CH2:22][CH3:23])=[O:20]>O1CCCC1>[CH2:3]([N:10]([CH2:12][CH2:13][O:14][CH2:16][C:17](=[O:24])[CH2:18][C:19]([O:21][CH2:22][CH3:23])=[O:20])[CH3:11])[C:4]1[CH:9]=[CH:8][CH:7]=[CH:6][CH:5]=1 |f:0.1|. Procedure: Sodium hydride (60% (by weight) in oil, 8 g) was stirred in dry tetrahydrofuran (THF) (100 ml) under nitrogen while 2-(N-benzyl-N-methylamino)ethanol (17 g) was added slowly. The warm mixture was stirred for 1 hour, then kept cool on a water bath at room temperature (20°) while a solution of ethyl 4-chloroacetoacetate (16.5 g) in dry THF (100 ml) was added dropwise over 3.5 hours. The mixture was stirred overnight at room temperature under nitrogen, then quenched with a little ethanol and poured...